Task: describe an organic reaction: reactants, conditions, products, and yield. Dataset: the Open Reaction Database (ORD), a public repository of structured organic reaction records The reactants are C(=O)(C(F)(F)F)O (TFA), C(C)(C)(C)OC(NC1CCC(CC1)CN)=O ((4-aminomethyl-cyclohexyl)-carbamic acid tert-butyl ester), C(C)(C)N(C(C)C)CC (N,N-diisopropylethylamine), C(C1=CC=CC=C1)OC(=O)Cl (benzylchloroformate). Run in C(Cl)Cl (DCM), C(Cl)Cl (DCM), C(Cl)Cl (DCM). Conditions: time 30 minute. Product: C(C1=CC=CC=C1)OC(NCC1CCC(CC1)N)=O ((4-amino-cyclohexylmethyl)-carbamic acid benzyl ester). The yield is 90.0%. As a reaction SMILES: C(OC(=O)[NH:7][CH:8]1[CH2:13][CH2:12][CH:11]([CH2:14][NH2:15])[CH2:10][CH2:9]1)(C)(C)C.C(N(CC)C(C)C)(C)C.[CH2:26]([O:33][C:34](Cl)=[O:35])[C:27]1[CH:32]=[CH:31][CH:30]=[CH:29][CH:28]=1.C(O)(C(F)(F)F)=O>C(Cl)Cl>[CH2:26]([O:33][C:34](=[O:35])[NH:15][CH2:14][CH:11]1[CH2:10][CH2:9][CH:8]([NH2:7])[CH2:13][CH2:12]1)[C:27]1[CH:32]=[CH:31][CH:30]=[CH:29][CH:28]=1. Reported procedure: To a stirred slurry of (4-aminomethyl-cyclohexyl)-carbamic acid tert-butyl ester (500 mg, 2.19 mmol) and N,N-diisopropylethylamine (382 μL, 2.63 mmol) in DCM (8 mL) at 0° C. under N2 was added benzylchloroformate (311 μL, 2.41 mmol) dropwise via syringe. After 30 min the reaction was allowed to warm to room temperature and stirred for a further 2 h before diluting with DCM (50 mL). The solution was washed successively with 1 N HCl, sat. NaHCO3 and brine before drying over Na2SO4. Residual chloro... The reactants are NC1=C(C=C(C=C1)C(=O)N1CC=2N(CC3=C1C=CC=C3)C=CC2)OC ((4-amino-3-methoxy-phenyl)[10,11-dihydro-5H-pyrrolo[2,1-c][1,4]benzodiazepin-10-yl]methanone), C(C(=O)C)CC(C)=O (acetonyl acetone), C1(=CC=C(C=C1)S(=O)(=O)O)C (para-toluenesulfonic acid). The solvent is ClCCl (dichloromethane), C1=CC=CC=C1 (benzene). Product: CC=1N(C(=CC1)C)C1=C(C=C(C=C1)C(=O)N1CC=2N(CC3=C1C=CC=C3)C=CC2)OC ([4-(2,5-Dimethyl-1-H-pyrrol-1-yl)-3-methoxy-phenyl][10,11-dihydro-5H-pyrrolo[2,1-c][1,4]benzodiazepin-10-yl]methanone). RXN SMILES: [NH2:1][C:2]1[CH:7]=[CH:6][C:5]([C:8]([N:10]2[C:16]3[CH:17]=[CH:18][CH:19]=[CH:20][C:15]=3[CH2:14][N:13]3[CH:21]=[CH:22][CH:23]=[C:12]3[CH2:11]2)=[O:9])=[CH:4][C:3]=1[O:24][CH3:25].[CH2:26]([CH2:30][C:31](=O)[CH3:32])[C:27]([CH3:29])=O.C1(C)C=CC(S(O)(=O)=O)=CC=1>C1C=CC=CC=1.ClCCl>[CH3:32][C:31]1[N:1]([C:2]2[CH:7]=[CH:6][C:5]([C:8]([N:10]3[C:16]4[CH:17]=[CH:18][CH:19]=[CH:20][C:15]=4[CH2:14][N:13]4[CH:21]=[CH:22][CH:23]=[C:12]4[CH2:11]3)=[O:9])=[CH:4][C:3]=2[O:24][CH3:25])[C:27]([CH3:29])=[CH:26][CH:30]=1. Procedure: A solution of (4-amino-3-methoxy-phenyl)[10,11-dihydro-5H-pyrrolo[2,1-c][1,4]benzodiazepin-10-yl]methanone prepared in the manner of Albright et al., E.P.636625-A2 (0.675g, 2 mmol) and acetonyl acetone (0.3 mL, 2.5 mmol) in benzene (100 mL) was treated with a crystal of para-toluenesulfonic acid. The stirred solution was warmed to reflux for 46 hrs using a Dean Stark trap. The reaction was cooled to room temperature, diluted with dichloromethane (100 mL), washed with saturated aqueous sodium bic... The reactants are CCC(CC)(c1ccc(C=CC2(O)CCCCC2)c(C)c1)c1ccc(-c2cncc(CC(=O)OC)c2)c(C)c1, CO, [Cl-], [NH4+], [Na+], [OH-]. The product is CCC(CC)(c1ccc(C=CC2(O)CCCCC2)c(C)c1)c1ccc(-c2cncc(CC(=O)O)c2)c(C)c1. RXN SMILES: [CH3:3][O:4][C:5]([CH2:6][c:7]1[cH:8][n:9][cH:10][c:11](-[c:13]2[c:14]([CH3:40])[cH:15][c:16]([C:19]([CH2:20][CH3:21])([c:22]3[cH:23][c:24]([CH3:37])[c:25]([CH:28]=[CH:29][C:30]4([OH:36])[CH2:31][CH2:32][CH2:33][CH2:34][CH2:35]4)[cH:26][cH:27]3)[CH2:38][CH3:39])[cH:17][cH:18]2)[cH:12]1)=[O:41].[CH3:44][OH:45].[Cl-:42].[NH4+:43].[Na+:2].[OH-:1]>>[O:4]=[C:5]([CH2:6][c:7]1[cH:8][n:9][cH:10][c:11](-[c:13]2[c:14]([CH3:40])[cH:15][c:16]([C:19]([CH2:20][CH3:21])([c:22]3[cH:23][c:24]([CH3:37])[c:25]([CH:28]=[CH:29][C:30]4([OH:36])[CH2:31][CH2:32][CH2:33][CH2:34][CH2:35]4)[cH:26][cH:27]3)[CH2:38][CH3:39])[cH:17][cH:18]2)[cH:12]1)[OH:41]. Yields the product COC=1C=C2C=CC(=NC2=CC1)C1CCC(CC1)C(=O)OCC (ethyl 4-(6-methoxyquinolin-2-yl)cyclohexanecarboxylate). As a reaction SMILES: N1[CH2:6][CH2:5][CH:4]([C:7]([O:9][CH2:10][CH3:11])=[O:8])[CH2:3][CH2:2]1.Cl[C:13]1[CH:22]=[CH:21][C:20]2[C:15](=[CH:16][CH:17]=[C:18]([O:23][CH3:24])[CH:19]=2)[N:14]=1.[CH3:25]C#N>>[CH3:24][O:23][C:18]1[CH:19]=[C:20]2[C:15](=[CH:16][CH:17]=1)[N:14]=[C:13]([CH:25]1[CH2:6][CH2:5][CH:4]([C:7]([O:9][CH2:10][CH3:11])=[O:8])[CH2:3][CH2:2]1)[CH:22]=[CH:21]2. Procedure: Ethyl piperidine-4-carboxylate (100 mg) was treated with 2-chloro-6-methoxyquinoline (Intermediate 1) (90 mg) in MeCN (0.8 mL) and TEA (100 mg) in a sealed tube at 180° C. for 6 h in a microwave reactor. After aqueous work-up with EtOAc and column purification, eluting with EtOAc/hexane, ethyl 4-(6-methoxyquinolin-2-yl)cyclohexanecarboxylate (90 mg) was afforded as a solid. The reactants are N1CCC(CC1)C(=O)OCC (Ethyl piperidine-4-carboxylate), ClC1=NC2=CC=C(C=C2C=C1)OC (2-chloro-6-methoxyquinoline), ClC1=NC2=CC=C(C=C2C=C1)OC (2-chloro-6-methoxyquinoline), TEA, CC#N (MeCN). The reactants are C(=O)(C(=O)OCC)NS(=O)(=O)C1=C(C=C2NC(C(N(C2=C1)O)=O)=O)C(F)(F)F (7-ethoxalylaminosulfonyl-1-hydroxy-6-trifluoromethylquinoxaline-2,3(1H,4H)-dione). The solvent is Cl (hydrochloric acid). The product is ON1C(C(NC2=CC(=C(C=C12)S(N)(=O)=O)C(F)(F)F)=O)=O (1-Hydroxy-7-sulfamoyl-6-trifluoromethylquinoxaline-2,3(1H,4H)-dione). Yield: 78.0%. RXN SMILES: C([NH:8][S:9]([C:12]1[CH:21]=[C:20]2[C:15]([NH:16][C:17](=[O:24])[C:18](=[O:23])[N:19]2[OH:22])=[CH:14][C:13]=1[C:25]([F:28])([F:27])[F:26])(=[O:11])=[O:10])(C(OCC)=O)=O>Cl>[OH:22][N:19]1[C:20]2[C:15](=[CH:14][C:13]([C:25]([F:28])([F:27])[F:26])=[C:12]([S:9](=[O:11])(=[O:10])[NH2:8])[CH:21]=2)[NH:16][C:17](=[O:24])[C:18]1=[O:23]. Reported procedure: A suspension of 7-ethoxalylaminosulfonyl-1-hydroxy-6-trifluoromethylquinoxaline-2,3(1H,4H)-dione (12.0 g, 28 mmol) in 150 ml of 1M hydrochloric acid was heated at reflux for 2 h with stirring. The cooled mixture was filtered and the isolated solid was washed with water and light petroleum. The crude product was recrystallized from water with decolourizing charcoal and dried in vacuo over phosphorous pentoxide for 3 h to give 7.1 g (77%) of the pure title compound. M.p. 296° C. decomp. (DSC); IR ... The reactants are 25g, OC1[C@H](O)[C@@H](O)[C@H](O[C@H]2[C@H](O)[C@@H](O)[C@@H](O)[C@H](O2)CO)[C@H](O1)CO (lactose), P(=O)([O-])([O-])[O-].[K+].[K+].[K+] (potassium phosphate), S(=O)(=O)([O-])[O-].[Mg+2] (magnesium sulfate). Yields the product O=C[C@H](O)[C@@H](O)[C@H](O)[C@H](O)CO (glucose). RXN SMILES: [OH:1][CH:2]1[O:21][C@H:20]([CH2:22][OH:23])[C@@H:7]([O:8][C@@H]2O[C@H](CO)[C@H](O)[C@H](O)[C@H]2O)[C@H:5]([OH:6])[C@H:3]1[OH:4].P([O-])([O-])([O-])=O.[K+].[K+].[K+].S([O-])([O-])(=O)=O.[Mg+2]>>[O:1]=[CH:2][C@@H:3]([C@H:5]([C@@H:7]([C@@H:20]([CH2:22][OH:23])[OH:21])[OH:8])[OH:6])[OH:4] |f:1.2.3.4,5.6|. Reported procedure: 25g of lactose was added to 0.05M potassium phosphate buffer solution (pH 7.0) and heated to solution for a total quantity of 45 ml. Then, bacteria suspension (300 units as β-galactosidase) of streptococcus thermophilus YIT2046 obtained from a culture, 5 g of immobilized glucose isomerase GODO-AGI, and 0.25 ml IM-magnesium sulfate were added before addition of water so as to make the total quantity 50 ml. The thus-prepared liquid was reacted at 50° C. over night while being shaken. 1g of activat... The reactants are BrCc1ccccc1, [Li]C(C)(C)C, C1CCOC1, c1ccc2sccc2c1. Product: c1ccc(Cc2cc3ccccc3s2)cc1. Reaction SMILES: [Br:15][CH2:16][c:17]1[cH:18][cH:19][cH:20][cH:21][cH:22]1.[C:10]([Li:11])([CH3:12])([CH3:13])[CH3:14].[CH2:23]1[O:24][CH2:25][CH2:26][CH2:27]1.[s:1]1[c:2]2[c:3]([cH:4][cH:5]1)[cH:6][cH:7][cH:8][cH:9]2>>[s:1]1[c:2]2[c:3]([cH:4][c:5]1[CH2:16][c:17]1[cH:18][cH:19][cH:20][cH:21][cH:22]1)[cH:6][cH:7][cH:8][cH:9]2.